Dataset: the Open Reaction Database (ORD), a public repository of structured organic reaction records. Task: describe an organic reaction: reactants, conditions, products, and yield Reactants: N1C=NC=C1 (imidazole), OC[C@@H]1OCC=C[C@@H]1O (cis-2-hydroxymethyl-3,6-dihydro-2H-pyran-3-ol), CC(C)(C)[Si](C)(C)Cl (TBSCl). Solvent: C(Cl)Cl (CH2Cl2). Reaction conditions: temperature 0 celsius. Yields the product [Si](C)(C)(C(C)(C)C)OC[C@@H]1OCC=C[C@@H]1O (cis-2-(tert-butyldimethylsilanyloxymethyl)-3,6-dihydro-2H-pyran-3-ol). Reaction SMILES: [OH:1][CH2:2][C@H:3]1[C@@H:8]([OH:9])[CH:7]=[CH:6][CH2:5][O:4]1.N1C=CN=C1.[CH3:15][C:16]([Si:19](Cl)([CH3:21])[CH3:20])([CH3:18])[CH3:17]>C(Cl)Cl>[Si:19]([O:1][CH2:2][C@H:3]1[C@@H:8]([OH:9])[CH:7]=[CH:6][CH2:5][O:4]1)([C:16]([CH3:18])([CH3:17])[CH3:15])([CH3:21])[CH3:20]. Reported procedure: To a 0° C., stirred solution of cis-2-hydroxymethyl-3,6-dihydro-2H-pyran-3-ol (0.4 g, 2.84 mmol) in CH2Cl2 (40 ml) under an Argon atmosphere was added imidazole (0.231 g, 3.4 mmol) followed by TBSCl (0.428 g, 3.4 mmol). The resulting mixture was stirred for 1H at 0° C. The reaction mixture was washed with water (10 ml×2) and brine (10 ml). The organic phase was dried over anhydrous Na2SO4. The solvent was removed in vacuo and the crude product purified by flash chromatography (25-40% EtOAc in he... Reactants: [H-].[Na+] (sodium hydride), C(C)(=O)OCC1=CC=C(C=C1)O ((4-hydroxy-phenyl)-methyl acetate), ClCOCCOC (1-chloromethoxy-2-methoxy-ethane). Solvent: O1CCCC1 (tetrahydrofuran), CN(C=O)C (dimethylformamide). The product is C(C)(=O)OCC1=CC=C(C=C1)OCOCCOC ([4-(2-methoxy-ethoxymethoxy)-phenyl]-methyl acetate). The yield is 81.9%. RXN SMILES: [H-].[Na+].[C:3]([O:6][CH2:7][C:8]1[CH:13]=[CH:12][C:11]([OH:14])=[CH:10][CH:9]=1)(=[O:5])[CH3:4].Cl[CH2:16][O:17][CH2:18][CH2:19][O:20][CH3:21]>O1CCCC1.CN(C)C=O>[C:3]([O:6][CH2:7][C:8]1[CH:9]=[CH:10][C:11]([O:14][CH2:16][O:17][CH2:18][CH2:19][O:20][CH3:21])=[CH:12][CH:13]=1)(=[O:5])[CH3:4] |f:0.1|. Reported procedure: 0.53 g (132 mmol) of 60% sodium hydride is added in portions to a solution at 0° C. of 20 g (120 mmol) of (4-hydroxy-phenyl)-methyl acetate diluted in 100 ml of tetrahydrofuran and 100 ml of dimethylformamide. The reaction mixture is stirred at room temperature, and then 15 ml (132 mmol) of 1-chloromethoxy-2-methoxy-ethane is added dropwise. After stirring at room temperature for 2 hours, then adding water, the reaction mixture is extracted with ethyl acetate. The organic phases are combined, wa... Reactants: CCOC(C)=O, CCCCCC, CCCC=Cc1c(C(C)C)nc(C(C)C)c(C(=O)OCC)c1-c1cccc(OCc2ccccc2)c1. Product: CCCC=Cc1c(C(C)C)nc(C(C)C)c(CO)c1-c1cccc(OCc2ccccc2)c1. Reaction SMILES: [C:43]([O:44][CH2:45][CH3:46])(=[O:47])[CH3:48].[CH3:37][CH2:38][CH2:39][CH2:40][CH2:41][CH3:42].[CH:1]([CH3:2])([CH3:3])[c:4]1[n:5][c:6]([CH:34]([CH3:35])[CH3:36])[c:7]([CH:29]=[CH:30][CH2:31][CH2:32][CH3:33])[c:8](-[c:15]2[cH:16][c:17]([O:21][CH2:22][c:23]3[cH:24][cH:25][cH:26][cH:27][cH:28]3)[cH:18][cH:19][cH:20]2)[c:9]1[C:10](=[O:11])[O:12][CH2:13][CH3:14]>>[CH:1]([CH3:2])([CH3:3])[c:4]1[n:5][c:6]([CH:34]([CH3:35])[CH3:36])[c:7]([CH:29]=[CH:30][CH2:31][CH2:32][CH3:33])[c:8](-[c:15]2[cH:16][c:17]([O:21][CH2:22][c:23]3[cH:24][cH:25][cH:26][cH:27][cH:28]3)[cH:18][cH:19][cH:20]2)[c:9]1[CH2:10][OH:11]. Solvent: O1CCCC1 (tetrahydrofuran). Reactants: ClC1=C(C=CC(=C1)C(C)(C)C)S(=O)(=O)N(COC)C1=C(SC=C1)C(=O)OC (Methyl 3-[2-chloro-4-tert-butyl-N-(methoxymethyl)phenylsulfonamido]thiophene-2-carboxylate), Cl (hydrochloric acid), Cl (hydrochloric acid). The product is ClC1=C(C=CC(=C1)C(C)(C)C)S(=O)(=O)NC1=C(SC=C1)C(=O)OC (Methyl 3-(2-chloro-4-tert-butylphenylsulfonamido)thiophene-2-carboxylate). Procedure details: To a solution of 21 (292.0 mg; 0.68 mmol) in tetrahydrofuran (5 mL) was added aqueous hydrochloric acid (3.38 mL; 6.76 mol; 2N). The reaction mixture was heated at 75° C. for 4 hours, and then additional aqueous hydrochloric acid (3.0 mL; 6N) was added and the reaction mixture further heated at reflux for 4-5 hours. The reaction mixture was allowed to cool to room temperature and then extracted with ethyl acetate (15 mL). The organic layer was separated, dried over magnesium sulfate, filtered an... Yield: 68.2%. Reaction conditions: temperature 75 celsius. RXN SMILES: [Cl:1][C:2]1[CH:7]=[C:6]([C:8]([CH3:11])([CH3:10])[CH3:9])[CH:5]=[CH:4][C:3]=1[S:12]([N:15]([C:19]1[CH:23]=[CH:22][S:21][C:20]=1[C:24]([O:26][CH3:27])=[O:25])COC)(=[O:14])=[O:13].Cl>O1CCCC1>[Cl:1][C:2]1[CH:7]=[C:6]([C:8]([CH3:9])([CH3:10])[CH3:11])[CH:5]=[CH:4][C:3]=1[S:12]([NH:15][C:19]1[CH:23]=[CH:22][S:21][C:20]=1[C:24]([O:26][CH3:27])=[O:25])(=[O:13])=[O:14]. The reactants are ClC1=NC=C(C=C1)[N+](=O)[O-] (2-chloro-5-nitropyridine), C1(=CC=CC=C1)CNS(=O)(=O)C1CCNCC1 (4-((phenylmethylamino)sulfonyl)piperidine). Yields the product C1(=CC=CC=C1)CNS(=O)(=O)C1CCN(CC1)C1=CC=C(C=N1)N (6-[4-((phenylmethylamino)sulfonyl)piperidin-1-yl]pyridin-3-amine). RXN SMILES: Cl[C:2]1[CH:7]=[CH:6][C:5]([N+:8]([O-])=O)=[CH:4][N:3]=1.[C:11]1([CH2:17][NH:18][S:19]([CH:22]2[CH2:27][CH2:26][NH:25][CH2:24][CH2:23]2)(=[O:21])=[O:20])[CH:16]=[CH:15][CH:14]=[CH:13][CH:12]=1>>[C:11]1([CH2:17][NH:18][S:19]([CH:22]2[CH2:27][CH2:26][N:25]([C:2]3[N:3]=[CH:4][C:5]([NH2:8])=[CH:6][CH:7]=3)[CH2:24][CH2:23]2)(=[O:21])=[O:20])[CH:12]=[CH:13][CH:14]=[CH:15][CH:16]=1. Reported procedure: Intermediate B-25 was prepared by the general procedure for intermediate B-2, by using 2-chloro-5-nitropyridine and 4-((phenylmethylamino)sulfonyl)piperidine as starting materials. MS (M+1): 347. The solvent is C(C)O (ethanol). Reported procedure: 3.2 g of [(RS)-4-methyl-2-[[(S)-3-methyl-1-(methylcarbamoyl)butyl]carbamoyl]-4-methylpentyl](phthalimidomethyl)phosphinic acid ethyl ester were treated in a manner analogous to that described in Example 2(A)(i), with the exception that a 0.33M solution of hydrazine hydrate in ethanol was used, to give 2.06 g of (aminomethyl)[(RS)-4-methyl-2-[[(S)-3-methyl-1-(methylcarbamoyl)butyl]carbamoyl]pentyl]phosphinic acid ethyl ester acetate in the form of a white foam. Starting materials: C(C)OP(=O)(CN1C(C=2C(C1=O)=CC=CC2)=O)CC(CC(C)(C)C)C(N[C@@H](CC(C)C)C(NC)=O)=O ([(RS)-4-methyl-2-[[(S)-3-methyl-1-(methylcarbamoyl)butyl]carbamoyl]-4-methylpentyl](phthalimidomethyl)phosphinic acid ethyl ester), solution, O.NN (hydrazine hydrate). As a reaction SMILES: [CH2:1]([O:3][P:4]([CH2:18][CH:19]([C:25](=[O:36])[NH:26][C@H:27]([C:32](=[O:35])[NH:33][CH3:34])[CH2:28][CH:29]([CH3:31])[CH3:30])[CH2:20][C:21](C)([CH3:23])[CH3:22])([CH2:6][N:7]1C(=O)C2=CC=CC=C2C1=O)=[O:5])[CH3:2].[OH2:37].NN>C(O)C>[C:32]([OH:35])(=[O:37])[CH3:27].[CH2:1]([O:3][P:4]([CH2:6][NH2:7])([CH2:18][CH:19]([C:25](=[O:36])[NH:26][C@H:27]([C:32](=[O:35])[NH:33][CH3:34])[CH2:28][CH:29]([CH3:30])[CH3:31])[CH2:20][CH:21]([CH3:23])[CH3:22])=[O:5])[CH3:2] |f:1.2,4.5|. Product: C(C)(=O)O.C(C)OP(=O)(CC(CC(C)C)C(N[C@@H](CC(C)C)C(NC)=O)=O)CN ((aminomethyl)[(RS)-4-methyl-2-[[(S)-3-methyl-1-(methylcarbamoyl)butyl]carbamoyl]pentyl]phosphinic acid ethyl ester acetate). The reactants are solid, BrC1=CC(=CC=2C=C3N(C12)CCCNC3=O)C#N (7-bromo-1-oxo-2,3,4,5-tetrahydro-[1,4]diazepino[1,2-a]indole-9-carbonitrile), BrC1=CC(=CC=2C=C3N(C12)CCCNC3=O)C#N (7-bromo-1-oxo-2,3,4,5-tetrahydro-[1,4]diazepino[1,2-a]indole-9-carbonitrile), ClC1=C(C=C(C=C1)B(O)O)C(F)(F)F (4-chloro-3-trifluoromethyl-phenylboronic acid). Yields the product ClC1=C(C=C(C=C1)C1=CC(=CC=2C=C3N(C12)CCCNC3=O)C#N)C(F)(F)F (7-[4-Chloro-3-(trifluoromethyl)phenyl]-1-oxo-2,3,4,5-tetrahydro-[1,4]diazepino[1,2-a]indole-9-carbonitrile). Reaction SMILES: Br[C:2]1[C:10]2[N:9]3[CH2:11][CH2:12][CH2:13][NH:14][C:15](=[O:16])[C:8]3=[CH:7][C:6]=2[CH:5]=[C:4]([C:17]#[N:18])[CH:3]=1.[Cl:19][C:20]1[CH:25]=[CH:24][C:23](B(O)O)=[CH:22][C:21]=1[C:29]([F:32])([F:31])[F:30]>>[Cl:19][C:20]1[CH:25]=[CH:24][C:23]([C:2]2[C:10]3[N:9]4[CH2:11][CH2:12][CH2:13][NH:14][C:15](=[O:16])[C:8]4=[CH:7][C:6]=3[CH:5]=[C:4]([C:17]#[N:18])[CH:3]=2)=[CH:22][C:21]=1[C:29]([F:30])([F:31])[F:32]. Reported procedure: The title compound, light grey solid (89 mg, 88%), MS (ISP) m/z=404.3 [(M+H)+], mp 224.5° C., was prepared in accordance with the general method of example 1 from 7-bromo-1-oxo-2,3,4,5-tetrahydro-[1,4]diazepino[1,2-a]indole-9-carbonitrile (intermediate 20) (76.0 mg, 0.25 mmol) and commercially available 4-chloro-3-trifluoromethyl-phenylboronic acid (72.9 mg, 0.325 mmol). The reactants are C([O-])(O)=O.[Na+] (sodium bicarbonate), C1(CC1)N(C1=NC(=NN2C1=NC=C2C#N)S(=O)(=O)C)CC2=CC=C(C=C2)OC (4-(cyclopropyl(4-methoxybenzyl)amino)-2-(methylsulfonyl)imidazo[2,1-f][1,2,4]triazine-7-carbonitrile), NC=1C=C(C#N)C=C(C1Cl)N1CC(OCC1)C(=O)N1CCOCC1 (3-amino-4-chloro-5-(2-(morpholine-4-carbonyl)morpholino)benzonitrile), C(=O)([O-])[O-].[Cs+].[Cs+] (Cs2CO3). The solvent is C(C)(=O)OCC (ethyl acetate), CN(C)C=O (DMF). Conditions: temperature 50 celsius. Product: ClC1=C(C=C(C=C1N1CC(OCC1)C(=O)N1CCOCC1)C#N)NC1=NN2C(C(=N1)NC1CC1)=NC=C2C#N ((+/−) 2-((2-chloro-5-cyano-3-(2-(morpholine-4-carbonyl)morpholino)phenyl)amino)-4-(cyclopropylamino)imidazo[2,1-f][1,2,4]triazine-7-carbonitrile). As a reaction SMILES: [CH:1]1([N:4](CC2C=CC(OC)=CC=2)[C:5]2[C:10]3=[N:11][CH:12]=[C:13]([C:14]#[N:15])[N:9]3[N:8]=[C:7](S(C)(=O)=O)[N:6]=2)[CH2:3][CH2:2]1.[NH2:29][C:30]1[CH:31]=[C:32]([CH:35]=[C:36]([N:39]2[CH2:44][CH2:43][O:42][CH:41]([C:45]([N:47]3[CH2:52][CH2:51][O:50][CH2:49][CH2:48]3)=[O:46])[CH2:40]2)[C:37]=1[Cl:38])[C:33]#[N:34].C([O-])([O-])=O.[Cs+].[Cs+].C(=O)(O)[O-].[Na+]>CN(C=O)C.C(OCC)(=O)C>[Cl:38][C:37]1[C:36]([N:39]2[CH2:44][CH2:43][O:42][CH:41]([C:45]([N:47]3[CH2:48][CH2:49][O:50][CH2:51][CH2:52]3)=[O:46])[CH2:40]2)=[CH:35][C:32]([C:33]#[N:34])=[CH:31][C:30]=1[NH:29][C:7]1[N:6]=[C:5]([NH:4][CH:1]2[CH2:2][CH2:3]2)[C:10]2=[N:11][CH:12]=[C:13]([C:14]#[N:15])[N:9]2[N:8]=1 |f:2.3.4,5.6|. Procedure details: A mixture of 4-(cyclopropyl(4-methoxybenzyl)amino)-2-(methylsulfonyl)imidazo[2,1-f][1,2,4]triazine-7-carbonitrile (38.6 mg, 0.097 mmol), 3-amino-4-chloro-5-(2-(morpholine-4-carbonyl)morpholino)benzonitrile (34 mg, 0.097 mmol) and Cs2CO3 (63.2 mg, 0.194 mmol) in DMF (692 μl) up was heated at 50° C. for 4 h. After cooling to rt ON, the reaction mixture was transferred to a separatory funnel containing ethyl acetate and saturated aqueous sodium bicarbonate. The aqueous layer was extracted with ethy... Starting materials: CC(C)(C)OC(=O)N1CC2CN(CCN(CCOc3ccc(C#N)cc3)S(C)(=O)=O)CC(C1)O2, Cl, C1COCCO1. Yields the product CS(=O)(=O)N(CCOc1ccc(C#N)cc1)CCN1CC2CNCC(C1)O2. Reaction SMILES: [C:2]([O:3][C:4](=[O:5])[N:9]1[CH2:10][CH:11]2[CH2:12][N:13]([CH2:18][CH2:19][N:20]([S:21](=[O:22])(=[O:23])[CH3:24])[CH2:25][CH2:26][O:27][c:28]3[cH:29][cH:30][c:31]([C:34]#[N:35])[cH:32][cH:33]3)[CH2:14][CH:15]([CH2:16]1)[O:17]2)([CH3:6])([CH3:7])[CH3:8].[ClH:1].[O:36]1[CH2:37][CH2:38][O:39][CH2:40][CH2:41]1>>[NH:9]1[CH2:10][CH:11]2[CH2:12][N:13]([CH2:18][CH2:19][N:20]([S:21](=[O:22])(=[O:23])[CH3:24])[CH2:25][CH2:26][O:27][c:28]3[cH:29][cH:30][c:31]([C:34]#[N:35])[cH:32][cH:33]3)[CH2:14][CH:15]([CH2:16]1)[O:17]2. The reactants are ClC1=C2CN(CC2=C(C(=C1Cl)Cl)Cl)C(C(=O)OCC1=CC(=CC=C1)OC1=CC=CC=C1)C(C)C (m-phenoxybenzyl 2-(4,5,6,7-tetrachloro-2-isoindolinyl)-3-methylbutanoate), [OH-].[K+] (KOH), S(C)(=O)(=O)OC(C1=CC(=CC=C1)OC1=CC=CC=C1)C#N (α-cyano-m-phenoxybenzyl mesylate), ClC1=C2CN(CC2=C(C(=C1Cl)Cl)Cl)C(C(=O)OCC1=CC(=CC=C1)OC1=CC=CC=C1)C(C)C (m-phenoxybenzyl 2-(4,5,6,7-tetrachloro-2-isoindolinyl)-3-methylbutanoate), ClC1=C2CN(CC2=C(C(=C1Cl)Cl)Cl)C(C(=O)O)C(C)C (2-(4,5,6,7-tetrachloro-2-isoindolinyl)-3-methylbutanoic acid). The solvent is C(C)O.O (ethanol water). The product is ClC1=C2CN(CC2=C(C(=C1Cl)Cl)Cl)C(C(=O)OC(C1=CC(=CC=C1)OC1=CC=CC=C1)C#N)C(C)C (α-cyano-m-phenoxybenzyl 2-(4,5,6,7-tetrachloro-2-isoindolinyl)-3-methylbutanoate). RXN SMILES: [Cl:1][C:2]1[C:10]([Cl:11])=[C:9]([Cl:12])[C:8]([Cl:13])=[C:7]2[C:3]=1[CH2:4][N:5]([CH:14]([CH:32]([CH3:34])[CH3:33])[C:15]([O:17][CH2:18][C:19]1[CH:24]=[CH:23][CH:22]=[C:21]([O:25][C:26]3[CH:31]=[CH:30][CH:29]=[CH:28][CH:27]=3)[CH:20]=1)=[O:16])[CH2:6]2.ClC1C(Cl)=C(Cl)C(Cl)=C2C=1[CH2:38][N:39](C(C(C)C)C(O)=O)C2.[OH-].[K+].S(OC(C#N)C1C=CC=C(OC2C=CC=CC=2)C=1)(=O)(=O)C>C(O)C.O>[Cl:1][C:2]1[C:10]([Cl:11])=[C:9]([Cl:12])[C:8]([Cl:13])=[C:7]2[C:3]=1[CH2:4][N:5]([CH:14]([CH:32]([CH3:34])[CH3:33])[C:15]([O:17][CH:18]([C:38]#[N:39])[C:19]1[CH:24]=[CH:23][CH:22]=[C:21]([O:25][C:26]3[CH:31]=[CH:30][CH:29]=[CH:28][CH:27]=3)[CH:20]=1)=[O:16])[CH2:6]2 |f:2.3,5.6|. Procedure: The ester, m-phenoxybenzyl 2-(4,5,6,7-tetrachloro-2-isoindolinyl)-3-methylbutanoate is hydrolyzed to 2-(4,5,6,7-tetrachloro-2-isoindolinyl)-3-methylbutanoic acid using KOH in ethanol/water, which is reacted with α-cyano-m-phenoxybenzyl mesylate to yield α-cyano-m-phenoxybenzyl 2-(4,5,6,7-tetrachloro-2-isoindolinyl)-3-methylbutanoate.